From a dataset of the Open Reaction Database (ORD), a public repository of structured organic reaction records. describe an organic reaction: reactants, conditions, products, and yield As a reaction SMILES: [H-].[Na+].[SH:3][C:4]1[S:5][CH2:6][CH2:7][N:8]=1.[H][H].[O:11]([C:18]1[CH:27]=[CH:26][C:21]([O:22][CH2:23][CH2:24]Br)=[CH:20][CH:19]=1)[C:12]1[CH:17]=[CH:16][CH:15]=[CH:14][CH:13]=1>CN(C)C=O.O>[O:11]([C:18]1[CH:19]=[CH:20][C:21]([O:22][CH2:23][CH2:24][S:3][C:4]2[S:5][CH2:6][CH2:7][N:8]=2)=[CH:26][CH:27]=1)[C:12]1[CH:13]=[CH:14][CH:15]=[CH:16][CH:17]=1 |f:0.1|. Reactants: SC=1SCCN1 (2-mercapto-2-thiazoline), [H-].[Na+] (sodium hydride), resultant solution, O(C1=CC=CC=C1)C1=CC=C(OCCBr)C=C1 (2-(4-phenoxyphenoxy)ethyl bromide), [H][H] (hydrogen). The solvent is CN(C=O)C (dimethylformamide), O (water), CN(C=O)C (dimethylformamide), CN(C=O)C (dimethylformamide). Product: O(C1=CC=CC=C1)C1=CC=C(OCCSC=2SCCN2)C=C1 (2-[2-(4-phenoxyphenoxy)ethylthio]-2-thiazoline). Yield: 66.9%. Procedure: To a suspension of sodium hydride (160 mg, 4.0 mmol; 60% in oil) in dimethylformamide (5 ml), a solution of 2-mercapto-2-thiazoline (476 mg, 4.0 mmol) in dimethylformamide (3 ml) was dropwise added with stirring, and stirring was continued until the generation of hydrogen gas ceased. To the resultant solution, there was dropwise added a solution of 2-(4-phenoxyphenoxy)ethyl bromide (1.17 g, 4.0 mmol) in dimethylformamide (3 ml), and the mixture was stirred at room temperature overnight. The reac...